Dataset: the Open Reaction Database (ORD), a public repository of structured organic reaction records. Task: describe an organic reaction: reactants, conditions, products, and yield The reactants are C(C)(C)(C)C1=CC=C(C=C1)C1=CN=C(O1)NC=1C=CC=C2CCC(CC12)=O (8-{[5-(4-tert-butylphenyl)-1,3-oxazol-2-yl]amino}-3,4-dihydronaphthalen-2(1H)-one), FC(C1=CC=C(C=C1)C1=CN=C(O1)NC=1C=CC=C2CCC(CC12)=O)(F)F (8-({5-[4-(trifluoromethyl)phenyl]-1,3-oxazol-2-yl}amino)-3,4-dihydronaphthalen-2(1H)-one). Procedure details: The title compound was prepared using the procedure of Example 2, substituting the product of Example 3B for the product of Example 1I. 1H NMR (DMSO-d6) δ 9.07 (s, 1H), 7.58 (d, 1H, J=5.4 Hz), 7.46 (m, 3H), 7.30 (s, 1H), 7.08 (t, 1H, J=7.8 Hz), 6.83 (d, 1H, J=7.1 Hz), 4.80 (d, 1H, J=4.0 Hz), 3.91 (m, 1H), 2.72-2.96 (m, 4H), 1.86 (m, 1H), 1.62 (m, 1H), 1.29 (s, 9H); MS (ESI+) m/z 363 (M+H). As a reaction SMILES: [C:1]([C:5]1[CH:10]=[CH:9][C:8]([C:11]2[O:15][C:14]([NH:16][C:17]3[CH:18]=[CH:19][CH:20]=[C:21]4[C:26]=3[CH2:25][C:24](=[O:27])[CH2:23][CH2:22]4)=[N:13][CH:12]=2)=[CH:7][CH:6]=1)([CH3:4])([CH3:3])[CH3:2].FC(F)(F)C1C=CC(C2OC(NC3C=CC=C4C=3CC(=O)CC4)=NC=2)=CC=1>>[C:1]([C:5]1[CH:10]=[CH:9][C:8]([C:11]2[O:15][C:14]([NH:16][C:17]3[CH:18]=[CH:19][CH:20]=[C:21]4[C:26]=3[CH2:25][CH:24]([OH:27])[CH2:23][CH2:22]4)=[N:13][CH:12]=2)=[CH:7][CH:6]=1)([CH3:4])([CH3:2])[CH3:3]. Product: C(C)(C)(C)C1=CC=C(C=C1)C1=CN=C(O1)NC=1C=CC=C2CCC(CC12)O (8-{[5-(4-tert-butylphenyl)-1,3-oxazol-2-yl]amino}-1,2,3,4-tetrahydronaphthalen-2-ol). Yields the product NC=1C(=NC(=CN1)C=1C=C2C=CNC2=CC1)C(=O)C=1C=NC=CC1 ([3-Amino-6-(1H-indol-5-yl)-pyrazin-2-yl]-pyridin-3-yl-methanone). Run in CCOC(=O)C (EtOAc), C(=O)(O)[O-].[Na+] (NaHCO3), C(C)O (ethanol). Reagents/catalysts: C1=CC=C(C=C1)C#N.C1=CC=C(C=C1)C#N.Cl[Pd]Cl (Bis(benzonitrile)palladium(II)chloride). As a reaction SMILES: C1(P(C2C=CC=CC=2)CCCCP(C2C=CC=CC=2)C2C=CC=CC=2)C=CC=CC=1.[NH2:31][C:32]1[C:33]([C:39]([C:41]2[CH:42]=[N:43][CH:44]=[CH:45][CH:46]=2)=[O:40])=[N:34][C:35](Br)=[CH:36][N:37]=1.B(O)(O)[C:48]1[NH:56][C:55]2[C:50](=[CH:51][CH:52]=[CH:53][CH:54]=2)[CH:49]=1.C([O-])([O-])=O.[Na+].[Na+]>CCOC(C)=O.C([O-])(O)=O.[Na+].C1C=CC(C#N)=CC=1.C1C=CC(C#N)=CC=1.Cl[Pd]Cl.C(O)C>[NH2:31][C:32]1[C:33]([C:39]([C:41]2[CH:42]=[N:43][CH:44]=[CH:45][CH:46]=2)=[O:40])=[N:34][C:35]([C:52]2[CH:51]=[C:50]3[C:55](=[CH:54][CH:53]=2)[NH:56][CH:48]=[CH:49]3)=[CH:36][N:37]=1 |f:3.4.5,7.8,9.10.11|. Reactants: NC=1C(=NC(=CN1)Br)C(=O)C=1C=NC=CC1 ((3-Amino-6-bromo-pyrazin-2-yl)-pyridin-3-yl-methanone), B(C1=CC2=CC=CC=C2N1)(O)O (5-indoylboronic acid), C(=O)([O-])[O-].[Na+].[Na+] (Na2CO3), C1(=CC=CC=C1)P(CCCCP(C1=CC=CC=C1)C1=CC=CC=C1)C1=CC=CC=C1 (1,4-bis(diphenylphosphino)butane). Procedure: Bis(benzonitrile)palladium(II)chloride (5.2 mg, 0.013 mmol) and 1,4-bis(diphenylphosphino)butane (6.7 mg, 0.015 mmol) in toleune (0.6 ml) are stirred for 20 minutes. (3-Amino-6-bromo-pyrazin-2-yl)-pyridin-3-yl-methanone (Intermediate AA) (0.075 g, 0.27 mmol), 5-indoylboronic acid (0.056 g, 0.35 mmol), ethanol (0.36 ml) and 1M Na2CO3 (0.65 ml) are added and the reaction is heated using microwave radiation at 140° C. for 20 minutes. The mixture is diluted with EtOAc and sat. aq. NaHCO3. The layers...